This data is from the Open Reaction Database (ORD), a public repository of structured organic reaction records. The task is: describe an organic reaction: reactants, conditions, products, and yield Starting materials: CC(C)(C)c1ccc(C(=O)CCCCl)cc1, Cc1ccccc1, OCCO, Cc1ccc(S(=O)(=O)O)cc1. Yields the product CC(C)(C)c1ccc(C2(CCCCl)OCCO2)cc1. As a reaction SMILES: [C:1]([CH3:2])([CH3:3])([CH3:4])[c:5]1[cH:6][cH:7][c:8]([C:11]([CH2:12][CH2:13][CH2:14][Cl:15])=[O:16])[cH:9][cH:10]1.[CH3:32][c:33]1[cH:34][cH:35][cH:36][cH:37][cH:38]1.[OH:17][CH2:18][CH2:19][OH:20].[c:21]1([CH3:22])[cH:23][cH:24][c:25]([S:26]([OH:27])(=[O:28])=[O:29])[cH:30][cH:31]1>>[C:1]([CH3:2])([CH3:3])([CH3:4])[c:5]1[cH:6][cH:7][c:8]([C:11]2([CH2:12][CH2:13][CH2:14][Cl:15])[O:16][CH2:19][CH2:18][O:17]2)[cH:9][cH:10]1. Starting materials: O=C([O-])[O-], CC#N, Cc1cc(C2CCC(c3nnc4n3-c3ccc(Cl)cc3CNC4)CC2)no1, [Cs+], [Cs+], O=S(=O)(OCC(F)F)C(F)(F)F. Yields the product Cc1cc(C2CCC(c3nnc4n3-c3ccc(Cl)cc3CN(CC(F)F)C4)CC2)no1. RXN SMILES: [C:28](=[O:29])([O-:30])[O-:31].[CH3:46][C:47]#[N:48].[Cl:1][c:2]1[cH:3][c:4]2[c:5]([cH:26][cH:27]1)-[n:6]1[c:7]([CH:14]3[CH2:15][CH2:16][CH:17]([c:20]4[n:21][o:22][c:23]([CH3:25])[cH:24]4)[CH2:18][CH2:19]3)[n:8][n:9][c:10]1[CH2:11][NH:12][CH2:13]2.[Cs+:32].[Cs+:33].[F:34][C:35]([F:36])([F:37])[S:38]([O:39][CH2:40][CH:41]([F:42])[F:43])(=[O:44])=[O:45]>>[Cl:1][c:2]1[cH:3][c:4]2[c:5]([cH:26][cH:27]1)-[n:6]1[c:7]([CH:14]3[CH2:15][CH2:16][CH:17]([c:20]4[n:21][o:22][c:23]([CH3:25])[cH:24]4)[CH2:18][CH2:19]3)[n:8][n:9][c:10]1[CH2:11][N:12]([CH2:40][CH:41]([F:42])[F:43])[CH2:13]2. Run in O (water). Procedure details: To 7-bromo-N-[4-[[N-methyl-N-(tetrahydropyran-4-yl)amino]methyl]phenyl]-1,1-dioxo-2,3-dihydro-1-benzothiepine-4-carboxamide (300 mg) was added toluene/ethanol/water (20/1/1, 13.9 ml) and then were added 3-trifluoromethylphenyl borate (131 mg) and potassium carbonate (176 mg), and the mixture was stirred at room temperature for 30 minutes. To the mixture was added tetrakistriphenylphosphinepalladium (27 mg), and the mixture was refluxed for 10 hours and cooled to room temperature. The mixture was... The product is CN(C1CCOCC1)CC1=CC=C(C=C1)NC(=O)C=1CCS(C2=C(C1)C=C(C=C2)C2=CC(=CC=C2)C(F)(F)F)(=O)=O (N-[4-[[N-methyl-N-(tetrahydropyran-4-yl)amino]methyl]phenyl]-7-(3-trifluoromethylphenyl)-1,1-dioxo-2,3-dihydro-1-benzothiepine-4-carboxamide). Reagents/catalysts: C=1C=CC(=CC1)[P](C=2C=CC=CC2)(C=3C=CC=CC3)[Pd]([P](C=4C=CC=CC4)(C=5C=CC=CC5)C=6C=CC=CC6)([P](C=7C=CC=CC7)(C=8C=CC=CC8)C=9C=CC=CC9)[P](C=1C=CC=CC1)(C=1C=CC=CC1)C=1C=CC=CC1 (tetrakistriphenylphosphinepalladium). Starting materials: BrC=1C=CC2=C(C=C(CCS2(=O)=O)C(=O)NC2=CC=C(C=C2)CN(C2CCOCC2)C)C1 (7-bromo-N-[4-[[N-methyl-N-(tetrahydropyran-4-yl)amino]methyl]phenyl]-1,1-dioxo-2,3-dihydro-1-benzothiepine-4-carboxamide), C1(=CC=CC=C1)C.C(C)O.O (toluene ethanol water), B(OC1=CC(=CC=C1)C(F)(F)F)([O-])[O-] (3-trifluoromethylphenyl borate), C([O-])([O-])=O.[K+].[K+] (potassium carbonate). Conditions: time 30 minute. Reaction SMILES: Br[C:2]1[CH:3]=[CH:4][C:5]2[S:11](=[O:13])(=[O:12])[CH2:10][CH2:9][C:8]([C:14]([NH:16][C:17]3[CH:22]=[CH:21][C:20]([CH2:23][N:24]([CH3:31])[CH:25]4[CH2:30][CH2:29][O:28][CH2:27][CH2:26]4)=[CH:19][CH:18]=3)=[O:15])=[CH:7][C:6]=2[CH:32]=1.C1(C)C=CC=CC=1.C(O)C.O.B([O-])([O-])O[C:46]1[CH:51]=[CH:50][CH:49]=[C:48]([C:52]([F:55])([F:54])[F:53])[CH:47]=1.C(=O)([O-])[O-].[K+].[K+]>C1C=CC([P]([Pd]([P](C2C=CC=CC=2)(C2C=CC=CC=2)C2C=CC=CC=2)([P](C2C=CC=CC=2)(C2C=CC=CC=2)C2C=CC=CC=2)[P](C2C=CC=CC=2)(C2C=CC=CC=2)C2C=CC=CC=2)(C2C=CC=CC=2)C2C=CC=CC=2)=CC=1.O>[CH3:31][N:24]([CH2:23][C:20]1[CH:21]=[CH:22][C:17]([NH:16][C:14]([C:8]2[CH2:9][CH2:10][S:11](=[O:13])(=[O:12])[C:5]3[CH:4]=[CH:3][C:2]([C:46]4[CH:51]=[CH:50][CH:49]=[C:48]([C:52]([F:55])([F:54])[F:53])[CH:47]=4)=[CH:32][C:6]=3[CH:7]=2)=[O:15])=[CH:18][CH:19]=1)[CH:25]1[CH2:30][CH2:29][O:28][CH2:27][CH2:26]1 |f:1.2.3,5.6.7,^1:67,69,88,107|. Yield: 43.8%.